From a dataset of the Open Reaction Database (ORD), a public repository of structured organic reaction records. describe an organic reaction: reactants, conditions, products, and yield Starting materials: N1=CC=CC=C1 (pyridine), C(C)(=O)OC(C)=O (acetic anhydride), OS(=O)(=O)O (H2SO4). Reaction conditions: temperature 0 celsius, time 10 minute. The product is [NH+]1=CC=CC=C1.C(C)(=O)OS([O-])(=O)=O (Acetylsulfuric acid pyridinium salt). Reaction SMILES: [N:1]1[CH:6]=[CH:5][CH:4]=[CH:3][CH:2]=1.[OH:7][S:8]([OH:11])(=[O:10])=[O:9].[C:12](OC(=O)C)(=[O:14])[CH3:13]>>[NH+:1]1[CH:6]=[CH:5][CH:4]=[CH:3][CH:2]=1.[C:12]([O:9][S:8](=[O:11])(=[O:7])[O-:10])(=[O:14])[CH3:13] |f:3.4|. Procedure details: A mixture of 30 ml of acetic anhydride and 8.05 ml (0.1 mole) of pyridine is cooled to 0° C., and 5.4 ml of conc. H2SO4 is added dropwise at 0° C. under stirring. After 10 minutes, the crystals are filtered, washed with diethyl ether and dried under vacuum over P2O5 and KOH. Yield: 18.4 g (84%). IR: 1050 cm-1 sharp band, characteristic for sulfates and sulfate esters. Decomposes above 60° C., very hygroscopic. MW: 219.2 (C7H9O5NS).